Dataset: the Open Reaction Database (ORD), a public repository of structured organic reaction records. Task: describe an organic reaction: reactants, conditions, products, and yield Starting materials: CCCCC(CC)CBr, O=C([O-])[O-], CCOC(C)=O, CN(C)C=O, [K+], [K+], [Na+], [Na+], O=S(=O)([O-])[O-], O, COC(=O)CCCCCNc1ccccc1. Yields the product CCCCC(CC)CN(CCCCCC(=O)OC)c1ccccc1. Reaction SMILES: [Br:23][CH2:24][CH:25]([CH2:26][CH3:27])[CH2:28][CH2:29][CH2:30][CH3:31].[C:17](=[O:18])([O-:19])[O-:20].[CH3:39][CH2:40][O:41][C:42](=[O:43])[CH3:44].[CH3:46][N:47]([CH3:48])[CH:49]=[O:50].[K+:21].[K+:22].[Na+:32].[Na+:33].[O-:34][S:35](=[O:36])(=[O:37])[O-:38].[OH2:45].[c:1]1([NH:7][CH2:8][CH2:9][CH2:10][CH2:11][CH2:12][C:13](=[O:14])[O:15][CH3:16])[cH:2][cH:3][cH:4][cH:5][cH:6]1>>[c:1]1([N:7]([CH2:8][CH2:9][CH2:10][CH2:11][CH2:12][C:13](=[O:14])[O:15][CH3:16])[CH2:24][CH:25]([CH2:26][CH3:27])[CH2:28][CH2:29][CH2:30][CH3:31])[cH:2][cH:3][cH:4][cH:5][cH:6]1. Reactants: N([C@@H](CC1=CC=CC=C1)C(=O)NCC(=O)N[C@@H](CC(C)C)C(=O)O)C(=O)OC(C)(C)C (Boc-Phe-Gly-Leu-OH), N[C@@H](CCC(N)=O)C(=O)NC1=CC=C2C(=CC(OC2=C1)=O)C.FC(F)(F)C(=O)O (H-Gln-AMC trifluoroacetate), anhydride. Product: N([C@@H](CC1=CC=CC=C1)C(=O)NCC(=O)N[C@@H](CC(C)C)C(=O)N[C@@H](CCC(N)=O)C(=O)NC1=CC=C2C(=CC(OC2=C1)=O)C)C(=O)OC(C)(C)C (Boc-Phe-Gly-Leu-Gln-AMC). Reaction SMILES: [NH:1]([C:25]([O:27][C:28]([CH3:31])([CH3:30])[CH3:29])=[O:26])[C@H:2]([C:10]([NH:12][CH2:13][C:14]([NH:16][C@H:17]([C:22](O)=[O:23])[CH2:18][CH:19]([CH3:21])[CH3:20])=[O:15])=[O:11])[CH2:3][C:4]1[CH:9]=[CH:8][CH:7]=[CH:6][CH:5]=1.[NH2:32][C@H:33]([C:39]([NH:41][C:42]1[CH:51]=[C:50]2[C:45]([C:46]([CH3:53])=[CH:47][C:48](=[O:52])[O:49]2)=[CH:44][CH:43]=1)=[O:40])[CH2:34][CH2:35][C:36](=[O:38])[NH2:37].FC(C(O)=O)(F)F>>[NH:1]([C:25]([O:27][C:28]([CH3:30])([CH3:29])[CH3:31])=[O:26])[C@H:2]([C:10]([NH:12][CH2:13][C:14]([NH:16][C@H:17]([C:22]([NH:32][C@H:33]([C:39]([NH:41][C:42]1[CH:51]=[C:50]2[C:45]([C:46]([CH3:53])=[CH:47][C:48](=[O:52])[O:49]2)=[CH:44][CH:43]=1)=[O:40])[CH2:34][CH2:35][C:36](=[O:38])[NH2:37])=[O:23])[CH2:18][CH:19]([CH3:21])[CH3:20])=[O:15])=[O:11])[CH2:3][C:4]1[CH:9]=[CH:8][CH:7]=[CH:6][CH:5]=1 |f:1.2|. Procedure details: Boc-Phe-Gly-Leu-Gln-AMC was prepared by coupling Boc-Phe-Gly-Leu-OH (0.39 g, 0.90 mmol) to H-Gln-AMC trifluoroacetate (0.41 g, 0.99 mmol) by a mixed anhydride coupling procedure to yield 0.49 g crude product. Product was recrystallized from ethyl acetate to provide 0.27 g of Boc-Phe-Gly-Leu-Gln-AMC, mp 234°-236° with decomposition. TLC with methanol:chloroform (1:9) showed a single spot, Rf 0.20. Starting materials: BrC1C(C2=CC=CC(=C2C1)C1=CC=C(C=C1)C(F)(F)F)=O (2-bromo-4-(4-trifluoromethylphenyl)-1-indanone), CNC(=S)NC (N,N′-dimethylthiourea). The solvent is CC(=O)C (acetone). Reaction conditions: time 4 hour. Product: Br.CN1C(SC2C1(C=1C=CC=C(C1C2)C2=CC=C(C=C2)C(F)(F)F)O)=NC (3-Methyl-2-methylimino-7-(4-trifluoromethylphenyl)-2,3,8,8a-tetrahydroindeno[1,2-d]thiazol-3a-ol hydrobromide), CN1C(SC2C1(C=1C=CC=C(C1C2)C2=CC=C(C=C2)C(F)(F)F)O)=NC (3-methyl-2-methylimino-7-(4-trifluoromethylphenyl)-2,3,8,8a-tetrahydroindeno[1,2-d]thiazol-3a-ol). As a reaction SMILES: [Br:1][CH:2]1[CH2:10][C:9]2[C:4](=[CH:5][CH:6]=[CH:7][C:8]=2[C:11]2[CH:16]=[CH:15][C:14]([C:17]([F:20])([F:19])[F:18])=[CH:13][CH:12]=2)[C:3]1=[O:21].[CH3:22][NH:23][C:24]([NH:26][CH3:27])=[S:25]>CC(C)=O>[BrH:1].[CH3:27][N:26]1[C:3]2([OH:21])[C:4]3[CH:5]=[CH:6][CH:7]=[C:8]([C:11]4[CH:16]=[CH:15][C:14]([C:17]([F:20])([F:19])[F:18])=[CH:13][CH:12]=4)[C:9]=3[CH2:10][CH:2]2[S:25][C:24]1=[N:23][CH3:22].[CH3:27][N:26]1[C:3]2([OH:21])[C:4]3[CH:5]=[CH:6][CH:7]=[C:8]([C:11]4[CH:16]=[CH:15][C:14]([C:17]([F:20])([F:19])[F:18])=[CH:13][CH:12]=4)[C:9]=3[CH2:10][CH:2]2[S:25][C:24]1=[N:23][CH3:22] |f:3.4|. Procedure: 426 mg (1.2 mmol) of 2-bromo-4-(4-trifluoromethylphenyl)-1-indanone and 130.2 mg (1.25 mmol) of N,N′-dimethylthiourea are dissolved in 10 ml of acetone and stirred at room temperature for 4 h. The precipitate is filtered off with suction, washed with acetone and dried in vacuo. The hydrobromide of 3-methyl-2-methylimino-7-(4-trifluoromethylphenyl)-2,3,8,8a-tetrahydroindeno[1,2-d]thiazol-3a-ol is obtained with a melting point of 202-204° C. The reactants are BrC1=C(SC=C1)C(=O)O (3-Bromothiophene-2-carboxylic acid), CO (MeOH), O=S(Cl)Cl (SOCl2). Reaction conditions: time 8 hour. The product is COC(=O)C=1SC=CC1Br (3-bromothiophene-2-carboxylic acid methyl ester). Reaction SMILES: [Br:1][C:2]1[CH:6]=[CH:5][S:4][C:3]=1[C:7]([OH:9])=[O:8].O=S(Cl)Cl.[CH3:14]O>>[CH3:14][O:8][C:7]([C:3]1[S:4][CH:5]=[CH:6][C:2]=1[Br:1])=[O:9]. Procedure details: 3-Bromothiophene-2-carboxylic acid (5.0 g, 24 mmol, 1 eq.) was dissolved in MeOH (100 mL) and the mixture was degassed and purged with nitrogen (2×). SOCl2 (15 mL, 0.2 mol, 8.3 eq.) was added dropwise and the resulting mixture was stirred overnight at room temperature. The mixture was then concentrated and DCM (150 mL) was added. Saturated NaHCO3 (20 mL) was added, and the resulting mixture was stirred at room temperature for 15 minutes. The organic layer was washed with saturated NaHCO3 (20 mL)... The yield is 97.6%. Run in CO (methanol). The product is NC1=CC=C(OCC(=O)OC)C=C1 (Methyl 4-aminophenoxyacetate). Reagents/catalysts: [Pd] (palladium-on-charcoal). Procedure: A procedure similar to that described in Example 6 was repeated, except that 30.8 g of methyl 4-nitro-phenoxyacetate (prepared as described in Preparation 36), 5.0 g of 10% w/w palladium-on-charcoal and 500 ml of methanol were used, to give 25.8 g of the title compound having Rf=0.79 (on silica gel thin layer chromatography using ethyl acetate as the developing solvent). RXN SMILES: [N+:1]([C:4]1[CH:15]=[CH:14][C:7]([O:8][CH2:9][C:10]([O:12][CH3:13])=[O:11])=[CH:6][CH:5]=1)([O-])=O>[Pd].CO>[NH2:1][C:4]1[CH:5]=[CH:6][C:7]([O:8][CH2:9][C:10]([O:12][CH3:13])=[O:11])=[CH:14][CH:15]=1. Reactants: [N+](=O)([O-])C1=CC=C(OCC(=O)OC)C=C1 (methyl 4-nitro-phenoxyacetate).